This data is from the Open Reaction Database (ORD), a public repository of structured organic reaction records. The task is: describe an organic reaction: reactants, conditions, products, and yield The reactants are CCOC(=O)c1ccc(CBr)c(C(F)(F)F)c1, CC(C)(C)OC(=O)NC1CCNC1=O, CN(C)C=O, [H-], [Na+], C1CCOC1, C1CCOC1. Yields the product CCOC(=O)c1ccc(CN2CCC(NC(=O)OC(C)(C)C)C2=O)c(C(F)(F)F)c1. As a reaction SMILES: [Br:17][CH2:18][c:19]1[c:20]([C:30]([F:31])([F:32])[F:33])[cH:21][c:22]([C:23](=[O:24])[O:25][CH2:26][CH3:27])[cH:28][cH:29]1.[C:1]([CH3:2])([CH3:3])([CH3:4])[O:5][C:6](=[O:7])[NH:8][CH:9]1[C:10](=[O:14])[NH:11][CH2:12][CH2:13]1.[CH3:34][N:35]([CH3:36])[CH:37]=[O:38].[H-:15].[Na+:16].[O:39]1[CH2:40][CH2:41][CH2:42][CH2:43]1.[O:44]1[CH2:45][CH2:46][CH2:47][CH2:48]1>>[C:1]([CH3:2])([CH3:3])([CH3:4])[O:5][C:6](=[O:7])[NH:8][CH:9]1[C:10](=[O:14])[N:11]([CH2:18][c:19]2[c:20]([C:30]([F:31])([F:32])[F:33])[cH:21][c:22]([C:23](=[O:24])[O:25][CH2:26][CH3:27])[cH:28][cH:29]2)[CH2:12][CH2:13]1. Starting materials: CS(=O)(=O)OCCC(CN1C(=NC=C1)C(C1=CC(=CC(=C1)C(F)(F)F)C(F)(F)F)=O)C1=CC(=C(C=C1)Cl)Cl (1-Methanesulphonyloxy-3-(3,4-dichlorophenyl)-4-{2-[3,5-bis(trifluoromethyl)benzoyl]imidazol-1-yl}butane), C1(=CC=CC=C1)C12CCN(CC1)CC2 (4-phenylquinuclidine). Solvent: C(C)#N (acetonitrile). Product: [Cl-].C1(=CC=CC=C1)C12CC[N+](CC1)(CC2)CCC(CN2C(=NC=C2)C(C2=CC(=CC(=C2)C(F)(F)F)C(F)(F)F)=O)C2=CC(=C(C=C2)Cl)Cl (4-phenyl-1-(3-[3,4-dichlorophenyl]-4-{2-[3,5-bis(trifluoromethyl)benzoyl]imidazol-1-yl}butyl)quinuclidinium chloride). The yield is 87.3%. As a reaction SMILES: CS(O[CH2:6][CH2:7][CH:8]([C:31]1[CH:36]=[CH:35][C:34]([Cl:37])=[C:33]([Cl:38])[CH:32]=1)[CH2:9][N:10]1[CH:14]=[CH:13][N:12]=[C:11]1[C:15](=[O:30])[C:16]1[CH:21]=[C:20]([C:22]([F:25])([F:24])[F:23])[CH:19]=[C:18]([C:26]([F:29])([F:28])[F:27])[CH:17]=1)(=O)=O.[C:39]1([C:45]23[CH2:52][CH2:51][N:48]([CH2:49][CH2:50]2)[CH2:47][CH2:46]3)[CH:44]=[CH:43][CH:42]=[CH:41][CH:40]=1>C(#N)C>[Cl-:37].[C:39]1([C:45]23[CH2:52][CH2:51][N+:48]([CH2:6][CH2:7][CH:8]([C:31]4[CH:36]=[CH:35][C:34]([Cl:37])=[C:33]([Cl:38])[CH:32]=4)[CH2:9][N:10]4[CH:14]=[CH:13][N:12]=[C:11]4[C:15](=[O:30])[C:16]4[CH:17]=[C:18]([C:26]([F:29])([F:28])[F:27])[CH:19]=[C:20]([C:22]([F:24])([F:23])[F:25])[CH:21]=4)([CH2:47][CH2:46]2)[CH2:49][CH2:50]3)[CH:40]=[CH:41][CH:42]=[CH:43][CH:44]=1 |f:3.4|. Procedure: 1-Methanesulphonyloxy-3-(3,4-dichlorophenyl)-4-{2-[3,5-bis(trifluoromethyl)benzoyl]imidazol-1-yl}butane (0.7 g) (see Preparation 85) and 4-phenylquinuclidine (0.32 g) (see J. Org. Chem., 22, 1484,(1957)) were dissolved in acetonitrile (10 ml) and the mixture heated under reflux for 18 hours. The solvent was removed under reduced pressure and the resulting residue dissolved in dichloromethane and washed twice with 2N aqueous hydrochloric acid solution. The organic phase was then dried over anhydr... RXN SMILES: [Cl:1][C:2]1[CH:7]=[CH:6][C:5]([C@@H:8]2[CH2:12][N:11]([C:13]3[CH:18]=[CH:17][C:16](=[O:19])[NH:15][N:14]=3)[CH2:10][C@H:9]2[C:20]([O:22][CH3:23])=[O:21])=[CH:4][CH:3]=1.[CH3:24]I>CN(C=O)C>[Cl:1][C:2]1[CH:7]=[CH:6][C:5]([C@@H:8]2[CH2:12][N:11]([C:13]3[CH:18]=[CH:17][C:16](=[O:19])[N:15]([CH3:24])[N:14]=3)[CH2:10][C@H:9]2[C:20]([O:22][CH3:23])=[O:21])=[CH:4][CH:3]=1. Yields the product ClC1=CC=C(C=C1)[C@H]1[C@@H](CN(C1)C1=NN(C(C=C1)=O)C)C(=O)OC (Methyl (3S,4R)-4-(4-chlorophenyl)-1-(1-methyl-6-oxo-1,6-dihydropyridazin-3-yl)pyrrolidine-3-carboxylate). The yield is 70.0%. Procedure details: Methyl (3S,4R)-4-(4-chlorophenyl)-1-(6-oxo-1,6-dihydropyridazin-3-yl)pyrrolidine-3-carboxylate obtained in Step A of Preparation 22 was dissolved in DMF (5 ml). Cs2 CO3 (1.11 g, 3.41 mmol) was added, and methyl iodide (0.71 mL, 11.40 mmol) was added dropwise. The reaction mixture was stirred at 20-30° C. for 2 hours and concentrated in vacuo. The obtained residue was diluted with EtOAc, washed with water and purified by column chromatography (eluent: EtOAc/Hex=1/1) to give the title compound (0.... The reactants are ClC1=CC=C(C=C1)[C@H]1[C@@H](CN(C1)C1=NNC(C=C1)=O)C(=O)OC (Methyl (3S,4R)-4-(4-chlorophenyl)-1-(6-oxo-1,6-dihydropyridazin-3-yl)pyrrolidine-3-carboxylate), CO3, CI (methyl iodide). Run in CN(C)C=O (DMF). Reaction conditions: temperature 25 celsius, time 2 hour. Reactants: O(C1=CC=CC=C1)C(=O)N1CCC(CC1)(OC1=C(C=CC=C1)[N+](=O)[O-])C#C (1-phenoxycarbonyl-4-ethynyl-4-(2-nitrophenoxy)piperidine), CO (methanol), [OH-].[Na+] (sodium hydroxide), C(\C=C/C(=O)O)(=O)O (maleic acid). Solvent: O (water). The product is C(\C=C/C(=O)O)(=O)O.C(#C)C1(CCNCC1)OC1=C(C=CC=C1)[N+](=O)[O-] (4-Ethynyl-4-(2-nitrophenoxy)piperidine maleate). Yield: 43.0%. As a reaction SMILES: O(C([N:10]1[CH2:15][CH2:14][C:13]([C:26]#[CH:27])([O:16][C:17]2[CH:22]=[CH:21][CH:20]=[CH:19][C:18]=2[N+:23]([O-:25])=[O:24])[CH2:12][CH2:11]1)=O)C1C=CC=CC=1.CO.[OH-].[Na+].[C:32]([OH:39])(=[O:38])/[CH:33]=[CH:34]\[C:35]([OH:37])=[O:36]>O>[C:32]([OH:39])(=[O:38])/[CH:33]=[CH:34]\[C:35]([OH:37])=[O:36].[C:26]([C:13]1([O:16][C:17]2[CH:22]=[CH:21][CH:20]=[CH:19][C:18]=2[N+:23]([O-:25])=[O:24])[CH2:14][CH2:15][NH:10][CH2:11][CH2:12]1)#[CH:27] |f:2.3,6.7|. Procedure: A suspension of 1.00 g of 1-phenoxycarbonyl-4-ethynyl-4-(2-nitrophenoxy)piperidine, 14 ml of methanol, and 6 ml of 15% sodium hydroxide solution was heated at reflux for 2.5 hrs under nitrogen and allowed to cool to room temperature. The mixture was poured into water, extracted twice with chloroform, washed with saturated sodium chloride solution and dried over anhydrous potassium carbonate. Evaporation of solvent provided an oil. Treatment of a solution of the oil which ethereal maleic acid pro... Reactants: ClC1=C(C#N)C(=CC=C1)OC=1C=NC2=CC=CC=C2C1 (2-chloro-6-(quinolin-3-yloxy)-benzonitrile), [OH-].[Na+] (sodium hydroxide). Run in S(O)(O)(=O)=O (sulfuric acid). Run at temperature 100 celsius, time 3 hour. The product is ClC1=C(C(=O)N)C(=CC=C1)OC=1C=NC2=CC=CC=C2C1 (2-chloro-6-(quinolin-3-yloxy)-benzamide). RXN SMILES: [Cl:1][C:2]1[CH:9]=[CH:8][CH:7]=[C:6]([O:10][C:11]2[CH:12]=[N:13][C:14]3[C:19]([CH:20]=2)=[CH:18][CH:17]=[CH:16][CH:15]=3)[C:3]=1[C:4]#[N:5].[OH-:21].[Na+]>S(=O)(=O)(O)O>[Cl:1][C:2]1[CH:9]=[CH:8][CH:7]=[C:6]([O:10][C:11]2[CH:12]=[N:13][C:14]3[C:19]([CH:20]=2)=[CH:18][CH:17]=[CH:16][CH:15]=3)[C:3]=1[C:4]([NH2:5])=[O:21] |f:1.2|. Procedure: 1.18 g of 2-chloro-6-(quinolin-3-yloxy)-benzonitrile was dissolved in 5 ml of 80% sulfuric acid and the mixture was stirred for 3 hours at 100° C. After being neutralized with an aqueous solution of sodium hydroxide, the liquid was separated with ethyl acetate, the organic layer was concentrated and 1.03 g of 2-chloro-6-(quinolin-3-yloxy)-benzamide (Compound Number 20) was obtained. The reactants are C(CCC)[Sn](C1=CC=NC=C1)(CCCC)CCCC (4-tributylstannylpyridine), ClC=1N=C(C2=C(N1)N(C=C2I)S(=O)(=O)C2=CC=C(C)C=C2)NCC2CCN(CC2)C(=O)OC(C)(C)C (tert-butyl 4-((2-chloro-5-iodo-7-tosyl-7H-pyrrolo[2,3-d]pyrimidin-4-ylamino)methyl)piperidine-1-carboxylate), O (Water), CCOC(=O)C (EtOAc). Reagents/catalysts: C=1C=CC(=CC1)[P](C=2C=CC=CC2)(C=3C=CC=CC3)[Pd]([P](C=4C=CC=CC4)(C=5C=CC=CC5)C=6C=CC=CC6)([P](C=7C=CC=CC7)(C=8C=CC=CC8)C=9C=CC=CC9)[P](C=1C=CC=CC1)(C=1C=CC=CC1)C=1C=CC=CC1 (Pd(Ph3P)4). The solvent is O1CCOCC1 (dioxane). Reaction conditions: temperature 100 celsius, time 4 hour. Product: ClC=1N=C(C2=C(N1)N(C=C2C2=CC=NC=C2)S(=O)(=O)C2=CC=C(C)C=C2)NCC2CCN(CC2)C(=O)OC(C)(C)C (tert-butyl 4-((2-chloro-5-(pyridine-4-yl)-7-tosyl-7H-pyrrolo[2,3-d]pyrimidin-4-ylamino)methyl)piperidine-1-carboxylate). Isolated yield 29.0%. As a reaction SMILES: [Cl:1][C:2]1[N:3]=[C:4]([NH:22][CH2:23][CH:24]2[CH2:29][CH2:28][N:27]([C:30]([O:32][C:33]([CH3:36])([CH3:35])[CH3:34])=[O:31])[CH2:26][CH2:25]2)[C:5]2[C:10](I)=[CH:9][N:8]([S:12]([C:15]3[CH:21]=[CH:20][C:18]([CH3:19])=[CH:17][CH:16]=3)(=[O:14])=[O:13])[C:6]=2[N:7]=1.C([Sn](CCCC)(CCCC)[C:42]1[CH:47]=[CH:46][N:45]=[CH:44][CH:43]=1)CCC.O.CCOC(C)=O>O1CCOCC1.C1C=CC([P]([Pd]([P](C2C=CC=CC=2)(C2C=CC=CC=2)C2C=CC=CC=2)([P](C2C=CC=CC=2)(C2C=CC=CC=2)C2C=CC=CC=2)[P](C2C=CC=CC=2)(C2C=CC=CC=2)C2C=CC=CC=2)(C2C=CC=CC=2)C2C=CC=CC=2)=CC=1>[Cl:1][C:2]1[N:3]=[C:4]([NH:22][CH2:23][CH:24]2[CH2:29][CH2:28][N:27]([C:30]([O:32][C:33]([CH3:36])([CH3:35])[CH3:34])=[O:31])[CH2:26][CH2:25]2)[C:5]2[C:10]([C:42]3[CH:47]=[CH:46][N:45]=[CH:44][CH:43]=3)=[CH:9][N:8]([S:12]([C:15]3[CH:21]=[CH:20][C:18]([CH3:19])=[CH:17][CH:16]=3)(=[O:14])=[O:13])[C:6]=2[N:7]=1 |^1:72,74,93,112|. Procedure: A solution of tert-butyl 4-((2-chloro-5-iodo-7-tosyl-7H-pyrrolo[2,3-d]pyrimidin-4-ylamino)methyl)piperidine-1-carboxylate (336 mg, 0.520 mmol) in dioxane (4 mL) was degassed with Ar before being charged with 4-tributylstannylpyridine (452 mg, 1.23 mmol) and Pd(Ph3P)4 (110 mg, 0.095 mmol). The mixture was stirred at 100° C. for 4 h. Water and EtOAc were added. The organic phase was separated, dried over Na2SO4, concentrated in vacuo. The residue was purified by a flash column, eluted with EtOAc/h... Starting materials: Example 1 ( g ), ClCC=1C=NC=CC1 (3-chloromethyl-pyridine), OCCOC1=CC=C(C=C1)C1C(CN(CC1)C(=O)OC(C)(C)C)OCC1=CC2=CC=CC=C2C=C1 (tert-butyl (3RS,4RS)-4-(4-(2-hydroxy-ethoxy)-phenyl]-3-(naphthalen-2-ylmethoxy)-piperidine-1-carboxylate), Example 53 ( c ). Yields the product C1=C(C=CC2=CC=CC=C12)COC1CN(CCC1C1=CC=C(C=C1)OCCOCC=1C=NC=CC1)C(=O)OC(C)(C)C (tert-butyl (3RS,4RS)-3-(naphthalen-2-ylmethoxy)-4-{4-[2-(pyridin-3-ylmethoxy)-ethoxy]-phenyl}-piperidine-1-carboxylate). As a reaction SMILES: [OH:1][CH2:2][CH2:3][O:4][C:5]1[CH:10]=[CH:9][C:8]([CH:11]2[CH2:16][CH2:15][N:14]([C:17]([O:19][C:20]([CH3:23])([CH3:22])[CH3:21])=[O:18])[CH2:13][CH:12]2[O:24][CH2:25][C:26]2[CH:35]=[CH:34][C:33]3[C:28](=[CH:29][CH:30]=[CH:31][CH:32]=3)[CH:27]=2)=[CH:7][CH:6]=1.Cl[CH2:37][C:38]1[CH:39]=[N:40][CH:41]=[CH:42][CH:43]=1>>[CH:27]1[C:28]2[C:33](=[CH:32][CH:31]=[CH:30][CH:29]=2)[CH:34]=[CH:35][C:26]=1[CH2:25][O:24][CH:12]1[CH:11]([C:8]2[CH:9]=[CH:10][C:5]([O:4][CH2:3][CH2:2][O:1][CH2:37][C:38]3[CH:39]=[N:40][CH:41]=[CH:42][CH:43]=3)=[CH:6][CH:7]=2)[CH2:16][CH2:15][N:14]([C:17]([O:19][C:20]([CH3:23])([CH3:21])[CH3:22])=[O:18])[CH2:13]1. Procedure details: In an analogous manner to that described in Example 1 (g) by alkylating tert-butyl (3RS,4RS)-4-(4-(2-hydroxy-ethoxy)-phenyl]-3-(naphthalen-2-ylmethoxy)-piperidine-1-carboxylate [Example 53 (c)] with 3-chloromethyl-pyridine there was obtained tert-butyl (3RS,4RS)-3-(naphthalen-2-ylmethoxy)-4-{4-[2-(pyridin-3-ylmethoxy)-ethoxy]-phenyl}-piperidine-1-carboxylate; MS: 569 (M+H)+. The reactants are Clc1ccc2c(Cl)ccnc2c1, CC(O)c1ccccc1F, [H-], [Na+], CN(C)C=O, O. Product: CC(Oc1ccnc2cc(Cl)ccc12)c1ccccc1F. As a reaction SMILES: [Cl:11][c:12]1[cH:13][cH:14][n:15][c:16]2[cH:17][c:18]([Cl:22])[cH:19][cH:20][c:21]12.[F:1][c:2]1[c:3]([CH:8]([CH3:9])[OH:10])[cH:4][cH:5][cH:6][cH:7]1.[H-:23].[Na+:24].[O:26]=[CH:27][N:28]([CH3:29])[CH3:30].[OH2:25]>>[F:1][c:2]1[c:3]([CH:8]([CH3:9])[O:10][c:12]2[cH:13][cH:14][n:15][c:16]3[cH:17][c:18]([Cl:22])[cH:19][cH:20][c:21]23)[cH:4][cH:5][cH:6][cH:7]1. The reactants are O=C([O-])[O-], CCO, COC(=O)c1ccc(Cl)c(C=CC(C)=O)c1Cl, Cl, [K+], [K+], NO, O. Yields the product COC(=O)c1ccc(Cl)c(C=CC(C)=NO)c1Cl. RXN SMILES: [C:4](=[O:5])([O-:6])[O-:7].[CH3:27][CH2:28][OH:29].[Cl:10][c:11]1[c:12]([C:13](=[O:14])[O:15][CH3:16])[cH:17][cH:18][c:19]([Cl:26])[c:20]1[CH:21]=[CH:22][C:23]([CH3:24])=[O:25].[ClH:1].[K+:8].[K+:9].[NH2:2][OH:3].[OH2:30]>>[N:2]([OH:3])=[C:23]([CH:22]=[CH:21][c:20]1[c:11]([Cl:10])[c:12]([C:13](=[O:14])[O:15][CH3:16])[cH:17][cH:18][c:19]1[Cl:26])[CH3:24].